From a dataset of the Open Reaction Database (ORD), a public repository of structured organic reaction records. describe an organic reaction: reactants, conditions, products, and yield Reactants: N([C@@H]([C@H](O)C)C(=O)O)C(=O)OC(C)(C)C (Boc-Thr-OH), [H-].[Na+] (sodium hydride), CI (methyl iodide), resultant mixture. The solvent is C1CCOC1 (THF). Run at time 8 hour. Yields the product N([C@@H]([C@H](OC)C)C(=O)O)C(=O)OC(C)(C)C (Boc-Thr(Me)-OH). As a reaction SMILES: [NH:1]([C:9]([O:11][C:12]([CH3:15])([CH3:14])[CH3:13])=[O:10])[C@H:2]([C:6]([OH:8])=[O:7])[C@@H:3]([CH3:5])[OH:4].[H-].[Na+].[CH3:18]I>C1COCC1>[NH:1]([C:9]([O:11][C:12]([CH3:14])([CH3:13])[CH3:15])=[O:10])[C@H:2]([C:6]([OH:8])=[O:7])[C@@H:3]([CH3:5])[O:4][CH3:18] |f:1.2|. Procedure: In a THF solution containing 0.8 g of Boc-Thr-OH, 100 mg of sodium hydride (60% in oil) was added under ice cooling and the resultant mixture was stirred for 30 min at room temperature. Further, 2.8 ml of methyl iodide was added and the obtained reaction mixture was stirred overnight at room temperature. The reaction mixture was evaporated under reduced pressure and the resultant residue was redissolved in ethyl acetate, washed with 5% sodium hydrogensulfite aqueous solution, water and saturated...